Dataset: the Open Reaction Database (ORD), a public repository of structured organic reaction records. Task: describe an organic reaction: reactants, conditions, products, and yield As a reaction SMILES: [CH:1]1[CH:6]=[CH:5][CH:4]=[CH:3][CH:2]=1.[CH:7]#[CH:8].P(=O)(O)(O)O.B(F)(F)F>S(=O)(=O)(O)O.[Hg]>[C:1]1([CH:7]([C:1]2[CH:6]=[CH:5][CH:4]=[CH:3][CH:2]=2)[CH3:8])[CH:6]=[CH:5][CH:4]=[CH:3][CH:2]=1. Yields the product C1(=CC=CC=C1)C(C)C1=CC=CC=C1 (1,1-diphenylethane). Starting materials: C1=CC=CC=C1 (benzene), C#C (acetylene), C1=CC=CC=C1 (benzene), C#C (acetylene), P(O)(O)(O)=O (phosphoric acid), B(F)(F)F (boron trifluoride). Yield: 65.0%. The reagents and catalysts are [Hg] (mercury). The solvent is S(O)(O)(=O)=O (sulfuric acid). Reported procedure: 1,1-Diphenylethane (DPE) is a valuable hydrocarbon for conversion to benzophenone, which, in turn, can be converted to the corresponding nitro and amine derivatives. Unfortunately, there are no simple methods known for its preparation in high yield. Thus, Baeyer, Ber., VI, 223 (1873) attempted to prepare 1,1-diphenylethane by reacting paraldehyde with benzene in the presence of sulfuric acid, but obtained only a resinous material. Later, in Ber. VII, 1190 (1874), he isolated some 1,1-diphenyleth... Reactants: COC(CN(C1=C(C=CC=C1F)OCC1=CC=CC=C1)S(NC(=O)OC(C)(C)C)(=O)=O)=O (N-(t-butoxycarbonylsulfamoyl)-N-(2-benzyloxy-6-fluorophenyl)glycine methyl ester), FC(C(=O)O)(F)F.ClCCl (trifluoroacetic acid dichloromethane). Product: COC(CN(C1=C(C=CC=C1F)OCC1=CC=CC=C1)S(N)(=O)=O)=O (N-sulfamoyl-N-(2-benzyloxy-6-fluorophenyl)glycine methyl ester). As a reaction SMILES: [CH3:1][O:2][C:3](=[O:32])[CH2:4][N:5]([S:21](=[O:31])(=[O:30])[NH:22]C(OC(C)(C)C)=O)[C:6]1[C:11]([F:12])=[CH:10][CH:9]=[CH:8][C:7]=1[O:13][CH2:14][C:15]1[CH:20]=[CH:19][CH:18]=[CH:17][CH:16]=1.FC(F)(F)C(O)=O.ClCCl>>[CH3:1][O:2][C:3](=[O:32])[CH2:4][N:5]([S:21](=[O:30])(=[O:31])[NH2:22])[C:6]1[C:11]([F:12])=[CH:10][CH:9]=[CH:8][C:7]=1[O:13][CH2:14][C:15]1[CH:20]=[CH:19][CH:18]=[CH:17][CH:16]=1 |f:1.2|. Procedure details: A solution of N-(t-butoxycarbonylsulfamoyl)-N-(2-benzyloxy-6-fluorophenyl)glycine methyl ester (980 mg, 2.09 mmol) 10 mL of trifluoroacetic acid:dichloromethane(1:1) is stirred at RT for 15 min. The solvent is removed under reduced pressure and the residue chromatographed on an Isco Companion (80 g silica gel cartridge, 30-60% gradient of hexane/ethyl acetate) to give N-sulfamoyl-N-(2-benzyloxy-6-fluorophenyl)glycine methyl ester. MS (M−1)−: 367 NMR (CDCl3): δ 7.41 (m, 5H), 7.25 (m, 1H), 2.21 (m... Reactants: O=C1CCC(=O)N1Br, ClCCl, COc1ccc(CCCO)cc1OC1CCCC1, c1ccc(P(c2ccccc2)c2ccccc2)cc1. Product: COc1ccc(CCCBr)cc1OC1CCCC1. As a reaction SMILES: [Br:38][N:39]1[C:40](=[O:41])[CH2:42][CH2:43][C:44]1=[O:45].[CH2:46]([Cl:47])[Cl:48].[CH:1]1([O:6][c:7]2[cH:8][c:9]([CH2:15][CH2:16][CH2:17][OH:18])[cH:10][cH:11][c:12]2[O:13][CH3:14])[CH2:2][CH2:3][CH2:4][CH2:5]1.[c:19]1([P:20]([c:21]2[cH:22][cH:23][cH:24][cH:25][cH:26]2)[c:27]2[cH:28][cH:29][cH:30][cH:31][cH:32]2)[cH:33][cH:34][cH:35][cH:36][cH:37]1>>[CH:1]1([O:6][c:7]2[cH:8][c:9]([CH2:15][CH2:16][CH2:17][Br:38])[cH:10][cH:11][c:12]2[O:13][CH3:14])[CH2:2][CH2:3][CH2:4][CH2:5]1. Starting materials: CC(C)(C)[Si](C)(C)Cl, CCOC(C)=O, CN(C)C=O, O=C1Nc2cc(CCCO)ccc2C2CCCC12, c1c[nH]cn1. The product is CC(C)(C)[Si](C)(C)OCCCc1ccc2c(c1)NC(=O)C1CCCC21. As a reaction SMILES: [C:1]([CH3:2])([CH3:3])([CH3:4])[Si:5]([CH3:6])([CH3:7])[Cl:8].[CH3:37][CH2:38][O:39][C:40](=[O:41])[CH3:42].[O:32]=[CH:33][N:34]([CH3:35])[CH3:36].[OH:14][CH2:15][CH2:16][CH2:17][c:18]1[cH:19][cH:20][c:21]2[c:26]([cH:27]1)[NH:25][C:24](=[O:28])[CH:23]1[CH:22]2[CH2:31][CH2:30][CH2:29]1.[nH:9]1[cH:10][cH:11][n:12][cH:13]1>>[C:1]([CH3:2])([CH3:3])([CH3:4])[Si:5]([CH3:6])([CH3:7])[O:14][CH2:15][CH2:16][CH2:17][c:18]1[cH:19][cH:20][c:21]2[c:26]([cH:27]1)[NH:25][C:24](=[O:28])[CH:23]1[CH:22]2[CH2:31][CH2:30][CH2:29]1. Reactants: C1=NC=CC2=C(C=CC=C12)C=1C=C2C=CC=C(C2=CC1)C(=O)OC (Methyl 6-(isoquinolin-5-yl)-1-naphthoate), [Li+].[OH-] (LiOH). Solvent: C1CCOC1 (THF). Product: C1=NC=CC2=C(C=CC=C12)C=1C=C2C=CC=C(C2=CC1)C(=O)O (6-(isoquinolin-5-yl)-1-naphthoic acid). Yield: 125.3%. RXN SMILES: [CH:1]1[C:10]2[C:5](=[C:6]([C:11]3[CH:12]=[C:13]4[C:18](=[CH:19][CH:20]=3)[C:17]([C:21]([O:23]C)=[O:22])=[CH:16][CH:15]=[CH:14]4)[CH:7]=[CH:8][CH:9]=2)[CH:4]=[CH:3][N:2]=1.[Li+].[OH-]>C1COCC1>[CH:1]1[C:10]2[C:5](=[C:6]([C:11]3[CH:12]=[C:13]4[C:18](=[CH:19][CH:20]=3)[C:17]([C:21]([OH:23])=[O:22])=[CH:16][CH:15]=[CH:14]4)[CH:7]=[CH:8][CH:9]=2)[CH:4]=[CH:3][N:2]=1 |f:1.2|. Procedure: To a solution of Methyl 6-(isoquinolin-5-yl)-1-naphthoate (1.4 g, 4.4 mmol) in THF (445 mL) was added 1N LiOH (89 mL) and the resulting mixture was stirred at room temperature. The mixture was concentrated down to a small aqueous volume, which was acidified to pH 5 with conc HCl. The solid was isolated by filtration, washed with a small amount of water and dried overnight under vacuum to give 1.65 g of the titled compound. The reactants are NC(=O)NN=C(C=O)C1=CC=CC=C1 ([(Aminocarbonyl)hydrazono](phenyl)acetaldehyde). The solvent is C(C)(=O)O (acetic acid). Yields the product C1(=CC=CC=C1)C=1C=NC(NN1)=O (6-Phenyl-1,2,4-triazin-3(2H)-one). Yield: 90.1%. RXN SMILES: [NH2:1][C:2]([NH:4][N:5]=[C:6]([C:9]1[CH:14]=[CH:13][CH:12]=[CH:11][CH:10]=1)[CH:7]=O)=[O:3]>C(O)(=O)C>[C:9]1([C:6]2[CH:7]=[N:1][C:2](=[O:3])[NH:4][N:5]=2)[CH:14]=[CH:13][CH:12]=[CH:11][CH:10]=1. Reported procedure: [(Aminocarbonyl)hydrazono](phenyl)acetaldehyde (3.00 g, 0.0157 mol) in acetic acid (15.0 mL) was heated at 130° C. for 6 h. After cooling, the solvent was removed under reduced pressure. The residue was triturated with ether, filtered, washed with ether, and dried under high vacuum to give the desired product (2.45 g, 90.1%). Analytical LCMS: (M+H)+=174.0. Starting materials: COc1ccc(P2(=S)SP(=S)(c3ccc(OC)cc3)S2)cc1, CC(C)(C)[Si](C)(C)OCC1CCC(=O)O1, Cc1ccccc1. Product: CC(C)(C)[Si](C)(C)OCC1CCC(=S)O1. As a reaction SMILES: [CH3:16][O:17][c:18]1[cH:19][cH:20][c:21]([P:22]2(=[S:25])[S:23][P:24]([c:26]3[cH:27][cH:28][c:29]([O:30][CH3:31])[cH:32][cH:33]3)(=[S:34])[S:35]2)[cH:36][cH:37]1.[CH3:1][C:2]([CH3:3])([CH3:4])[Si:5]([O:6][CH2:7][CH:8]1[CH2:9][CH2:10][C:11](=[O:13])[O:12]1)([CH3:14])[CH3:15].[CH3:38][c:39]1[cH:40][cH:41][cH:42][cH:43][cH:44]1>>[CH3:1][C:2]([CH3:3])([CH3:4])[Si:5]([O:6][CH2:7][CH:8]1[CH2:9][CH2:10][C:11](=[S:25])[O:12]1)([CH3:14])[CH3:15]. The reactants are [Si](C)(C)(C(C)(C)C)OCCOC1=C(C=C(C=O)C=C1C)C (4-(2-(tert-butyldimethylsilyloxy)ethoxy)-3,5-dimethylbenzaldehyde), CuCl2, NC1=C(C(=O)NC2=CC=C(C(=O)OC)C=C2)C=CC=C1 (methyl 4-(2-aminobenzamido)benzoate). Solvent: CCO (EtOH). The product is OCCOC1=C(C=C(C=C1C)C1=NC2=CC=CC=C2C(N1C1=CC=C(C(=O)OC)C=C1)=O)C (methyl 4-(2-(4-(2-hydroxyethoxy)-3,5-dimethylphenyl)-4-oxoquinazolin-3(4H)-yl)benzoate). Isolated yield 34.1%. As a reaction SMILES: [Si]([O:8][CH2:9][CH2:10][O:11][C:12]1[C:19]([CH3:20])=[CH:18][C:15]([CH:16]=O)=[CH:14][C:13]=1[CH3:21])(C(C)(C)C)(C)C.[NH2:22][C:23]1[CH:41]=[CH:40][CH:39]=[CH:38][C:24]=1[C:25]([NH:27][C:28]1[CH:37]=[CH:36][C:31]([C:32]([O:34][CH3:35])=[O:33])=[CH:30][CH:29]=1)=[O:26]>CCO>[OH:8][CH2:9][CH2:10][O:11][C:12]1[C:13]([CH3:21])=[CH:14][C:15]([C:16]2[N:27]([C:28]3[CH:37]=[CH:36][C:31]([C:32]([O:34][CH3:35])=[O:33])=[CH:30][CH:29]=3)[C:25](=[O:26])[C:24]3[C:23](=[CH:41][CH:40]=[CH:39][CH:38]=3)[N:22]=2)=[CH:18][C:19]=1[CH3:20]. Reported procedure: Isatoic anhydride (4.0 g, 24.5 mmol) and methyl 4-aminobenzoate were combined and heated at 140° C. for 4 hours. The reaction was cool to room temperature and purified by flash chromatography on silica gel, eluting with 90-100% CH2Cl2 in heptane, to afford methyl 4-(2-aminobenzamido)benzoate (5.2 g, 78%). 4-(2-(tert-butyldimethylsilyloxy)ethoxy)-3,5-dimethylbenzaldehyde (1.0 g, 3.30 mmol) and anhydrous CuCl2 (1.3 g, 9.90 mmol) were added to a solution of methyl 4-(2-aminobenzamido)benzoate (0.90... The reactants are BrCC=1SC2=C(N1)C=CC=C2 (2-Bromomethyl benzothiazole), C(=O)([O-])[O-].[K+].[K+] (K2CO3), C(C)(C)(C)OC(CN1C(=NC2=C1C=CC(=C2)NS(=O)(=O)C2=CC=C(C=C2)F)CCC)=O ([5-(4-fluoro-benzenesulfonylamino)-2-propyl-benzoimidazol-1-yl]-acetic acid tert-butyl ester). Run in CC#N (CH3CN), CCOC(=O)C (EtOAc), O (H2O). Run at temperature 80 celsius, time 8 hour. Yields the product C(C)(C)(C)OC(CN1C(=NC2=C1C=CC(=C2)N(S(=O)(=O)C2=CC=C(C=C2)F)CC=2SC1=C(N2)C=CC=C1)CCC)=O ({5-[Benzothiazol-2-ylmethyl-(4-fluoro-benzenesulfonyl)-amino]-2-propyl-benzoimidazol-1-yl}-acetic acid tert-butyl ester). Reaction SMILES: Br[CH2:2][C:3]1[S:4][C:5]2[CH:11]=[CH:10][CH:9]=[CH:8][C:6]=2[N:7]=1.C([O-])([O-])=O.[K+].[K+].[C:18]([O:22][C:23](=[O:48])[CH2:24][N:25]1[C:29]2[CH:30]=[CH:31][C:32]([NH:34][S:35]([C:38]3[CH:43]=[CH:42][C:41]([F:44])=[CH:40][CH:39]=3)(=[O:37])=[O:36])=[CH:33][C:28]=2[N:27]=[C:26]1[CH2:45][CH2:46][CH3:47])([CH3:21])([CH3:20])[CH3:19]>CC#N.CCOC(C)=O.O>[C:18]([O:22][C:23](=[O:48])[CH2:24][N:25]1[C:29]2[CH:30]=[CH:31][C:32]([N:34]([CH2:2][C:3]3[S:4][C:5]4[CH:11]=[CH:10][CH:9]=[CH:8][C:6]=4[N:7]=3)[S:35]([C:38]3[CH:39]=[CH:40][C:41]([F:44])=[CH:42][CH:43]=3)(=[O:36])=[O:37])=[CH:33][C:28]=2[N:27]=[C:26]1[CH2:45][CH2:46][CH3:47])([CH3:21])([CH3:20])[CH3:19] |f:1.2.3|. Reported procedure: 2-Bromomethyl benzothiazole (0.27 mmol) and K2CO3 (63 mg, 0.45 mmol) were added to a solution of [5-(4-fluoro-benzenesulfonylamino)-2-propyl-benzoimidazol-1-yl]-acetic acid tert-butyl ester (40 mg, 0.09 mmol) in CH3CN (1 mL), and stirred overnight at 80° C. The reaction mixture was diluted with EtOAc and H2O, and then filtered through an Extrelut column. The column was washed with EtOAc, and the filtrate was concentrated. The crude product was carried onto the next reaction without any further p... The reactants are ClCCCOc1cccc2c1C=C2CN1CCCCC1, [I-], [N-]=[N+]=[N-], [Na+], [Na+], CN(C)C=O, O. The product is [N-]=[N+]=NCCCOc1cccc2c1C=C2CN1CCCCC1. Reaction SMILES: [Cl:3][CH2:4][CH2:5][CH2:6][O:7][c:8]1[cH:9][cH:10][cH:11][c:12]2[c:15]1[CH:14]=[C:13]2[CH2:16][N:17]1[CH2:18][CH2:19][CH2:20][CH2:21][CH2:22]1.[I-:2].[N-:24]=[N+:25]=[N-:26].[Na+:1].[Na+:23].[O:28]=[CH:29][N:30]([CH3:31])[CH3:32].[OH2:27]>>[CH2:4]([CH2:5][CH2:6][O:7][c:8]1[cH:9][cH:10][cH:11][c:12]2[c:15]1[CH:14]=[C:13]2[CH2:16][N:17]1[CH2:18][CH2:19][CH2:20][CH2:21][CH2:22]1)[N:24]=[N+:25]=[N-:26].